describe an organic reaction: reactants, conditions, products, and yield From a dataset of the Open Reaction Database (ORD), a public repository of structured organic reaction records. Starting materials: [H-].[Na+] (sodium hydride), BrC1=C(C=CC(=C1)[N+](=O)[O-])O (2-bromo-4-nitrophenol), ClCOC (chloromethyl-methyl ether). Solvent: O1CCCC1 (tetrahydrofuran). Reaction conditions: temperature 0 celsius, time 50 minute. Yields the product BrC1=C(C=CC(=C1)[N+](=O)[O-])OCOC (2-bromo-1-methoxymethoxy-4-nitrobenzene). The yield is 310.8%. Reaction SMILES: [H-].[Na+].[Br:3][C:4]1[CH:9]=[C:8]([N+:10]([O-:12])=[O:11])[CH:7]=[CH:6][C:5]=1[OH:13].Cl[CH2:15][O:16][CH3:17]>O1CCCC1>[Br:3][C:4]1[CH:9]=[C:8]([N+:10]([O-:12])=[O:11])[CH:7]=[CH:6][C:5]=1[O:13][CH2:15][O:16][CH3:17] |f:0.1|. Procedure: 4.2 g (140 mmol) of a sodium hydride dispersion (55% in oil) are added portion-wise at 0° C. to a solution of 15.3 g 2-bromo-4-nitrophenol (70 mmol) in 250 ml tetrahydrofuran. Subsequently the reaction mixture is stirred for 50 minutes at 0° C. and then mixed with 1.83 g of chloromethyl-methyl ether (19.4 mmol). The mixture is stirred for an additional hour at 0° C. and then poured into ice, extracted with ethyl acetate and the organic phase is washed with a saturated aqueous salt solution, drie...